From a dataset of the Open Reaction Database (ORD), a public repository of structured organic reaction records. describe an organic reaction: reactants, conditions, products, and yield The reactants are O=C([O-])O, ClCCl, CCCI, Oc1ccc(I)nc1, [K+], CN(C)C=O, O. The product is CCCOc1ccc(I)nc1. Reaction SMILES: [C:13](=[O:14])([OH:15])[O-:16].[CH2:23]([Cl:24])[Cl:25].[I:1][CH2:2][CH2:3][CH3:4].[I:5][c:6]1[cH:7][cH:8][c:9]([OH:12])[cH:10][n:11]1.[K+:17].[O:18]=[CH:19][N:20]([CH3:21])[CH3:22].[OH2:26]>>[CH2:2]([CH2:3][CH3:4])[O:12][c:9]1[cH:8][cH:7][c:6]([I:5])[n:11][cH:10]1. Starting materials: CCNC, CCN(C(C)C)C(C)C, ClCCl, CC(C)(CC(=O)Cl)N=[N+]=[N-]. The product is CCN(C)C(=O)CC(C)(C)N=[N+]=[N-]. Reaction SMILES: [CH3:1][NH:2][CH2:3][CH3:4].[CH:5]([N:6]([CH2:7][CH3:8])[CH:9]([CH3:10])[CH3:11])([CH3:12])[CH3:13].[Cl:24][CH2:25][Cl:26].[N:14](=[N+:15]=[N-:16])[C:17]([CH2:18][C:19](=[O:20])[Cl:21])([CH3:22])[CH3:23]>>[CH3:1][N:2]([CH2:3][CH3:4])[C:19]([CH2:18][C:17]([N:14]=[N+:15]=[N-:16])([CH3:22])[CH3:23])=[O:20]. Starting materials: C(C)OC(=O)C=1C(=NC2=C(C=C(C=C2C1CC1=C(C=CC=C1)Cl)Cl)C(F)(F)F)OS(=O)(=O)C(F)(F)F (6-chloro-4-(2-chloro-benzyl)-2-trifluoromethanesulfonyloxy-8-trifluoromethyl-quinoline-3-carboxylic acid ethyl ester), CNC (dimethylamine), solid. The product is C(C)OC(=O)C=1C(=NC2=C(C=C(C=C2C1CC1=C(C=CC=C1)Cl)Cl)C(F)(F)F)N(C)C (6-Chloro-4-(2-chloro-benzyl)-2-dimethylamino-8-trifluoromethyl-quinoline-3-carboxylic acid ethyl ester). Reaction SMILES: [CH2:1]([O:3][C:4]([C:6]1[C:7](OS(C(F)(F)F)(=O)=O)=[N:8][C:9]2[C:14]([C:15]=1[CH2:16][C:17]1[CH:22]=[CH:21][CH:20]=[CH:19][C:18]=1[Cl:23])=[CH:13][C:12]([Cl:24])=[CH:11][C:10]=2[C:25]([F:28])([F:27])[F:26])=[O:5])[CH3:2].[CH3:37][NH:38][CH3:39]>>[CH2:1]([O:3][C:4]([C:6]1[C:7]([N:38]([CH3:39])[CH3:37])=[N:8][C:9]2[C:14]([C:15]=1[CH2:16][C:17]1[CH:22]=[CH:21][CH:20]=[CH:19][C:18]=1[Cl:23])=[CH:13][C:12]([Cl:24])=[CH:11][C:10]=2[C:25]([F:27])([F:26])[F:28])=[O:5])[CH3:2]. Procedure details: The title compound was prepared in analogy to example 29 step D from 6-chloro-4-(2-chloro-benzyl)-2-trifluoromethanesulfonyloxy-8-trifluoromethyl-quinoline-3-carboxylic acid ethyl ester (80 mg, 0.14 mmol) and dimethylamine (3 ml, 2M solution in THF). Off white solid (45 mg, 69%). LC-MS (ESI): 471 (M+H)+ The reactants are C(=O)([O-])[O-].[K+].[K+] (K2CO3), ClCC1=CC2=C(N=C(S2)SC)C=C1 (6-(chloromethyl)-2-(methylthio)benzo[d]thiazole), N1C=NC(=C1)C=1C=NN(C1)C (4-(1H-imidazol-4-yl)-1-methyl-1H-pyrazole). Solvent: CN(C)C=O (DMF). Run at temperature 80 celsius, time 3 hour. Yields the product CN1N=CC(=C1)C1=CN=CN1CC1=CC2=C(N=C(S2)SC)C=C1 (6-((5-(1-methyl-1H-pyrazol-4-yl)-1H-imidazol-1-yl)methyl)-2-(methylthio)benzo[d]thiazole), CN1N=CC(=C1)C=1N=CN(C1)CC1=CC2=C(N=C(S2)SC)C=C1 (6-((4-(1-methyl-1H-pyrazol-4-yl)-1H-imidazol-1-yl)methyl)-2-(methylthio)benzo[d]thiazole). RXN SMILES: Cl[CH2:2][C:3]1[CH:13]=[CH:12][C:6]2[N:7]=[C:8]([S:10][CH3:11])[S:9][C:5]=2[CH:4]=1.[NH:14]1[CH:18]=[C:17]([C:19]2[CH:20]=[N:21][N:22]([CH3:24])[CH:23]=2)[N:16]=[CH:15]1.C([O-])([O-])=O.[K+].[K+]>CN(C=O)C>[CH3:24][N:22]1[CH:23]=[C:19]([C:17]2[N:16]([CH2:2][C:3]3[CH:13]=[CH:12][C:6]4[N:7]=[C:8]([S:10][CH3:11])[S:9][C:5]=4[CH:4]=3)[CH:15]=[N:14][CH:18]=2)[CH:20]=[N:21]1.[CH3:24][N:22]1[CH:23]=[C:19]([C:17]2[N:16]=[CH:15][N:14]([CH2:2][C:3]3[CH:13]=[CH:12][C:6]4[N:7]=[C:8]([S:10][CH3:11])[S:9][C:5]=4[CH:4]=3)[CH:18]=2)[CH:20]=[N:21]1 |f:2.3.4|. Reported procedure: To a stirred mixture of 6-(chloromethyl)-2-(methylthio)benzo[d]thiazole (209 mg, 0.9 mmol) from Step 4 of Example 36 and 4-(1H-imidazol-4-yl)-1-methyl-1H-pyrazole (248 mg, 1.0 mmol) from Step 3 of this Example, in anhydrous DMF (3.0 mL) was added K2CO3 (700 mg, 5 mmol). After stirring for 3 h at 80° C., the reaction mixture was cooled to rt and partitioned between EtOAc (150 mL) and water (50 mL). The EtOAc layer was separated, washed with brine (50 ml), dried over Na2SO4, filtered, and concentr... Reactants: ClC=1C=CC2=C(C=CN3C(C2)=NN=C3SC)C1 (8-chloro-3-methylthio-11H-s-triazolo[3,4-b][3]benzazepine), ClC1=CC(=CC=C1)C(=O)OO (m-chloroperbenzoic acid). The product is ClC=1C=CC2=C(C=CN3C(C2)=NN=C3S(=O)C)C1 (8-chloro-3-methylsulfinyl-11H-s-triazolo[3,4-b][3]benzazepine). Reaction SMILES: [Cl:1][C:2]1[CH:3]=[CH:4][C:5]2[CH2:11][C:10]3=[N:12][N:13]=[C:14]([S:15][CH3:16])[N:9]3[CH:8]=[CH:7][C:6]=2[CH:17]=1.ClC1C=CC=C(C(OO)=[O:26])C=1>>[Cl:1][C:2]1[CH:3]=[CH:4][C:5]2[CH2:11][C:10]3=[N:12][N:13]=[C:14]([S:15]([CH3:16])=[O:26])[N:9]3[CH:8]=[CH:7][C:6]=2[CH:17]=1. Procedure: By a procedure similar to that described in Example 17, 8-chloro-3-methylthio-11H-s-triazolo[3,4-b][3]benzazepine was reacted with m-chloroperbenzoic acid to obtain 8-chloro-3-methylsulfinyl-11H-s-triazolo[3,4-b][3]benzazepine. Colorless needles (as recrystallized from methanol), m.p. 183°-185° C.